Dataset: the Open Reaction Database (ORD), a public repository of structured organic reaction records. Task: describe an organic reaction: reactants, conditions, products, and yield The reactants are COC=1C=C2C(=NC=NC2=CC1OC)OC1=CC=C(N)C=C1 (4-[(6,7-Dimethoxy-4-quinazolinyl)oxy]aniline), ClC(Cl)(OC(OC(Cl)(Cl)Cl)=O)Cl (triphosgene), C([O-])(O)=O.[Na+] (sodium bicarbonate), C1(CCCC1)O (1-cyclopentanol). Solvent: C(C)N(CC)CC (triethylamine), C1(=CC=CC=C1)C (toluene), C(Cl)Cl (methylene chloride). The product is COC=1C=C2C(=NC=NC2=CC1OC)OC1=CC=C(C=C1)NC(OC1CCCC1)=O (Cyclopentyl N-{4-[(6,7-dimethoxy-4-quinazolinyl)oxy]phenyl}carbamate). The yield is 90.0%. As a reaction SMILES: [CH3:1][O:2][C:3]1[CH:4]=[C:5]2[C:10](=[CH:11][C:12]=1[O:13][CH3:14])[N:9]=[CH:8][N:7]=[C:6]2[O:15][C:16]1[CH:22]=[CH:21][C:19]([NH2:20])=[CH:18][CH:17]=1.Cl[C:24](Cl)([O:26][C:27](=[O:33])OC(Cl)(Cl)Cl)Cl.[CH:35]1(O)[CH2:39]C[CH2:37][CH2:36]1.C(=O)(O)[O-].[Na+]>C(Cl)Cl.C(N(CC)CC)C.C1(C)C=CC=CC=1>[CH3:1][O:2][C:3]1[CH:4]=[C:5]2[C:10](=[CH:11][C:12]=1[O:13][CH3:14])[N:9]=[CH:8][N:7]=[C:6]2[O:15][C:16]1[CH:22]=[CH:21][C:19]([NH:20][C:27](=[O:33])[O:26][CH:24]2[CH2:37][CH2:36][CH2:35][CH2:39]2)=[CH:18][CH:17]=1 |f:3.4|. Procedure: 4-[(6,7-Dimethoxy-4-quinazolinyl)oxy]aniline (50 mg) was added to toluene (5 ml), and triethylamine (0.5 ml), and the mixture was heated under reflux to prepare a solution. A solution of triphosgene (77 mg) in methylene chloride was then added thereto, and the mixture was heated under reflux for 10 min. Next, 1-cyclopentanol (22 mg) was added thereto, and the mixture was further stirred with heating under reflux for 3 hr. A saturated aqueous sodium bicarbonate solution was added to stop the reac... Starting materials: [Br-], [Br-], N#Cc1ccccc1, CSCCC(N)CO, [Zn+2]. Yields the product CSCCC1COC(c2ccccc2)=N1. As a reaction SMILES: [Br-:17].[Br-:19].[N:9]#[C:10][c:11]1[cH:12][cH:13][cH:14][cH:15][cH:16]1.[NH2:1][CH:2]([CH2:3][CH2:4][S:5][CH3:6])[CH2:7][OH:8].[Zn+2:18]>>[N:1]1=[C:10]([c:11]2[cH:12][cH:13][cH:14][cH:15][cH:16]2)[O:8][CH2:7][CH:2]1[CH2:3][CH2:4][S:5][CH3:6]. Starting materials: COc1cc(C)c(Br)cn1, O=C([O-])[O-], CCC(=O)c1ccncc1, [Cs+], [Cs+], C1COCCO1. Product: COc1cc(C)c(C(C)C(=O)c2ccncc2)cn1. Reaction SMILES: [Br:1][c:2]1[c:3]([CH3:10])[cH:4][c:5]([O:8][CH3:9])[n:6][cH:7]1.[C:11](=[O:12])([O-:13])[O-:14].[C:17]([CH2:18][CH3:19])(=[O:20])[c:21]1[cH:22][cH:23][n:24][cH:25][cH:26]1.[Cs+:15].[Cs+:16].[O:27]1[CH2:28][CH2:29][O:30][CH2:31][CH2:32]1>>[c:2]1([CH:18]([C:17](=[O:20])[c:21]2[cH:22][cH:23][n:24][cH:25][cH:26]2)[CH3:19])[c:3]([CH3:10])[cH:4][c:5]([O:8][CH3:9])[n:6][cH:7]1. Reactants: CN(C)C=O, COC(=O)CCc1ccc(OCc2ccc(CCl)cc2)cc1, [H-], [Na+], O, CCCc1csc(NCCc2ccccc2)n1. Yields the product CCCc1csc(N(CCc2ccccc2)Cc2ccc(COc3ccc(CCC(=O)OC)cc3)cc2)n1. Reaction SMILES: [CH3:43][N:44]([CH3:45])[CH:46]=[O:47].[Cl:20][CH2:21][c:22]1[cH:23][cH:24][c:25]([CH2:26][O:27][c:28]2[cH:29][cH:30][c:31]([CH2:34][CH2:35][C:36](=[O:37])[O:38][CH3:39])[cH:32][cH:33]2)[cH:40][cH:41]1.[H-:18].[Na+:19].[OH2:42].[c:1]1([CH2:7][CH2:8][NH:9][c:10]2[s:11][cH:12][c:13]([CH2:15][CH2:16][CH3:17])[n:14]2)[cH:2][cH:3][cH:4][cH:5][cH:6]1>>[c:1]1([CH2:7][CH2:8][N:9]([c:10]2[s:11][cH:12][c:13]([CH2:15][CH2:16][CH3:17])[n:14]2)[CH2:21][c:22]2[cH:23][cH:24][c:25]([CH2:26][O:27][c:28]3[cH:29][cH:30][c:31]([CH2:34][CH2:35][C:36](=[O:37])[O:38][CH3:39])[cH:32][cH:33]3)[cH:40][cH:41]2)[cH:2][cH:3][cH:4][cH:5][cH:6]1. The reactants are C(C)OC(C1=C(C(=CC(=C1)F)C(F)(F)F)OCC1=CC=CC=C1)=O (2-benzyloxy-5-fluoro-3-(trifluoromethyl)-benzoic acid ethyl ester), [OH-].[Na+] (sodium hydroxide). Reagents/catalysts: [C].[Pd] (palladium-carbon). The solvent is O1CCOCC1 (dioxane). Run at temperature 50 celsius, time 1 hour. The product is FC=1C=C(C(=C(C(=O)O)C1)O)C(F)(F)F (5-Fluoro-2-hydroxy-3-(trifluoromethyl)-benzoic acid). As a reaction SMILES: C([O:3][C:4](=[O:24])[C:5]1[CH:10]=[C:9]([F:11])[CH:8]=[C:7]([C:12]([F:15])([F:14])[F:13])[C:6]=1[O:16]CC1C=CC=CC=1)C.[OH-].[Na+]>O1CCOCC1.[C].[Pd]>[F:11][C:9]1[CH:8]=[C:7]([C:12]([F:13])([F:14])[F:15])[C:6]([OH:16])=[C:5]([CH:10]=1)[C:4]([OH:24])=[O:3] |f:1.2,4.5|. Procedure: 4.28 g (12.3 mmol) of 2-benzyloxy-5-fluoro-3-(trifluoromethyl)-benzoic acid ethyl ester is dissolved in 20 ml of dioxane, 7.5 ml (I5 mmol) of 2N sodium hydroxide solution is added and it is stirred for 1 hour at 50° C. The reaction solution is then mixed with 200 mg of palladium-carbon (10%) and hydrogenated for 1 hour at normal temperature. The catalyst is then filtered off, the alkaline filtrate is mixed with 30 ml of water and extracted with dichloromethane. The aqueous phase is acidified to ... The reactants are CC(=O)OC(C)=O, COc1ccc2c(c1OC)CCC1CNCC21, Cl, c1ccncc1. Yields the product COc1ccc2c(c1OC)CCC1CN(C(C)=O)CC21. As a reaction SMILES: [CH3:19][C:20](=[O:21])[O:22][C:23](=[O:24])[CH3:25].[CH3:2][O:3][c:4]1[c:5]([O:17][CH3:18])[cH:6][cH:7][c:8]2[c:16]1[CH2:15][CH2:14][CH:13]1[CH:9]2[CH2:10][NH:11][CH2:12]1.[ClH:1].[cH:26]1[cH:27][cH:28][n:29][cH:30][cH:31]1>>[CH3:2][O:3][c:4]1[c:5]([O:17][CH3:18])[cH:6][cH:7][c:8]2[c:16]1[CH2:15][CH2:14][CH:13]1[CH:9]2[CH2:10][N:11]([C:20]([CH3:19])=[O:21])[CH2:12]1. Reactants: [Br-], O=Cc1ccccc1Br, CCCCCC[Mg+], CCOC(C)=O, CCCCCC, C1CCOC1. Product: CCCCCCC(O)c1ccccc1Br. As a reaction SMILES: [Br-:15].[Br:1][c:2]1[c:3]([CH:4]=[O:5])[cH:6][cH:7][cH:8][cH:9]1.[CH2:16]([CH2:17][CH2:18][CH2:19][CH2:20][CH3:21])[Mg+:22].[CH3:23][CH2:24][O:25][C:26](=[O:27])[CH3:28].[CH3:29][CH2:30][CH2:31][CH2:32][CH2:33][CH3:34].[O:10]1[CH2:11][CH2:12][CH2:13][CH2:14]1>>[Br:1][c:2]1[c:3]([CH:4]([OH:5])[CH2:16][CH2:17][CH2:18][CH2:19][CH2:20][CH3:21])[cH:6][cH:7][cH:8][cH:9]1. The reactants are O1CCN(C2=C1C=CC=C2)C(C(F)(F)F)=O (1-(2,3-dihydro-benzo[1,4]oxazin-4-yl)-2,2,2-trifluoro-ethanone), BrC=1C=CC(=C(C(=O)Cl)C1)Cl (5-bromo-2-chlorobenzoyl chloride), [Al+3].[Cl-].[Cl-].[Cl-] (AlCl3). Run in ClCCl (dichloromethane), ClCCl (dichloromethane). Run at time 2 hour. The product is BrC=1C=CC(=C(C(=O)C=2C=CC3=C(N(CCO3)C(C(F)(F)F)=O)C2)C1)Cl (1-[6-(5-bromo-2-chloro-benzoyl)-2,3-dihydro-benzo[1,4]oxazin-4-yl]-2,2,2-trifluoro-ethanone). The yield is 79.3%. Reaction SMILES: [O:1]1[C:6]2[CH:7]=[CH:8][CH:9]=[CH:10][C:5]=2[N:4]([C:11](=[O:16])[C:12]([F:15])([F:14])[F:13])[CH2:3][CH2:2]1.[Br:17][C:18]1[CH:19]=[CH:20][C:21]([Cl:27])=[C:22]([CH:26]=1)[C:23](Cl)=[O:24].[Al+3].[Cl-].[Cl-].[Cl-]>ClCCl>[Br:17][C:18]1[CH:19]=[CH:20][C:21]([Cl:27])=[C:22]([CH:26]=1)[C:23]([C:9]1[CH:8]=[CH:7][C:6]2[O:1][CH2:2][CH2:3][N:4]([C:11](=[O:16])[C:12]([F:15])([F:13])[F:14])[C:5]=2[CH:10]=1)=[O:24] |f:2.3.4.5|. Procedure details: To a stirred solution of 1-(2,3-dihydro-benzo[1,4]oxazin-4-yl)-2,2,2-trifluoro-ethanone (6.5 g, 28.1 mmol) in dichloromethane (45 mL) was added 5-bromo-2-chlorobenzoyl chloride (8.54 g, 33.7 mmol) in dichloromethane (35 mL) and AlCl3 (5.61 g, 42.2 mmol) at 0° C. After 2 h, the reaction mixture was brought to room temperature and stirred overnight. The reaction was quenched by pouring over crushed ice and extracted with dichloromethane (2×50 mL). The organic layer was washed with aq. NaHCO3 (30 m...